Dataset: the Open Reaction Database (ORD), a public repository of structured organic reaction records. Task: describe an organic reaction: reactants, conditions, products, and yield The reactants are C(CCC)[Li] (n-butyl lithium), C(C)(=O)O (acetic acid), CP(OC)(OC)=O (Dimethyl methylphosphonate), CC(C(=O)OC)(CCCCCC)C (methyl 2,2-dimethyloctanoate). Run in O (water), C1CCOC1 (THF), O (water). Conditions: temperature -78 celsius, time 30 minute. Product: CC(C(CP(OC)(OC)=O)=O)(CCCCCC)C (dimethyl 3,3-dimethyl-2-oxononanylphosphonate). The yield is 80.0%. Reaction SMILES: [CH3:1][P:2](=[O:7])([O:5][CH3:6])[O:3][CH3:4].C([Li])CCC.[CH3:13][C:14]([CH3:25])([CH2:19][CH2:20][CH2:21][CH2:22][CH2:23][CH3:24])[C:15](OC)=[O:16].C(O)(=O)C>C1COCC1.O>[CH3:13][C:14]([CH3:25])([CH2:19][CH2:20][CH2:21][CH2:22][CH2:23][CH3:24])[C:15](=[O:16])[CH2:1][P:2](=[O:7])([O:5][CH3:6])[O:3][CH3:4]. Procedure details: Dimethyl methylphosphonate (7.6 g, 0.061 mol) was dissolved in 70 ml anhydrous THF under argon atmosphere. To the mixture stirred at -78° C. was added dropwise n-butyl lithium (1.44N, 42.4 ml, 0.061 mol). After 30 minutes, methyl 2,2-dimethyloctanoate (4.5 g, 0.024 mol) was further added dropwise. After being stirred for 30 minutes the mixture was warmed to room temperature. To the mixture cooled with ice bath were added 3.8 ml of acetic acid and 10 ml of water. After concentration of the reacti... Reactants: [BH4-], CCOCC, [Li+], Nc1ccc(N2C(=O)c3ccccc3C2=O)cc1, C1CCOC1, O. Yields the product Nc1ccc(NC(=O)c2ccccc2CO)cc1. RXN SMILES: [BH4-:19].[CH3:22][CH2:23][O:24][CH2:25][CH3:26].[Li+:20].[NH2:1][c:2]1[cH:3][cH:4][c:5]([N:8]2[C:9](=[O:18])[c:10]3[c:11]([cH:14][cH:15][cH:16][cH:17]3)[C:12]2=[O:13])[cH:6][cH:7]1.[O:27]1[CH2:28][CH2:29][CH2:30][CH2:31]1.[OH2:21]>>[NH2:1][c:2]1[cH:3][cH:4][c:5]([NH:8][C:9]([c:10]2[c:11]([CH2:12][OH:13])[cH:14][cH:15][cH:16][cH:17]2)=[O:18])[cH:6][cH:7]1. Reactants: CC1=C(C=C(N)C=C1)N1C=CN2N=C(C=C21)C=2C=NC=CC2 (4-Methyl-3-[6-(pyridin-3-yl)-1H-imidazo[1,2-b]pyrazol-1-yl]aniline), C(C)(C)(C)C=1C=C(C(=O)O)C=CN1 (2-tert-butyliso-nicotinic acid). Reaction conditions: time 16 hour. Product: C(C)(C)(C)C=1C=C(C(=O)NC2=CC(=C(C=C2)C)N2C=CN3N=C(C=C32)C=3C=NC=CC3)C=CN1 (2-tert-Butyl-N-{4-methyl-3-[6-(pyridin-3-yl)-1H-imidazo[1,2-b]pyrazol-1-yl]phenyl}isonicotinamide). As a reaction SMILES: [CH3:1][C:2]1[CH:8]=[CH:7][C:5]([NH2:6])=[CH:4][C:3]=1[N:9]1[C:16]2[N:12]([N:13]=[C:14]([C:17]3[CH:18]=[N:19][CH:20]=[CH:21][CH:22]=3)[CH:15]=2)[CH:11]=[CH:10]1.[C:23]([C:27]1[CH:28]=[C:29]([CH:33]=[CH:34][N:35]=1)[C:30](O)=[O:31])([CH3:26])([CH3:25])[CH3:24]>>[C:23]([C:27]1[CH:28]=[C:29]([CH:33]=[CH:34][N:35]=1)[C:30]([NH:6][C:5]1[CH:7]=[CH:8][C:2]([CH3:1])=[C:3]([N:9]2[C:16]3[N:12]([N:13]=[C:14]([C:17]4[CH:18]=[N:19][CH:20]=[CH:21][CH:22]=4)[CH:15]=3)[CH:11]=[CH:10]2)[CH:4]=1)=[O:31])([CH3:26])([CH3:24])[CH3:25]. Procedure details: 60 mg (0.21 mmol) of the compound of Example 6A and 37 mg (0.21 mmol) of 2-tert-butyliso-nicotinic acid were reacted and worked up analogously to the procedure of Example 33, except that in this case the reaction time was 16 h. This gave 13 mg (96% pure, 13% of theory) of the title compound. Yields the product CC(C(=O)OC1=C(C=C(C=C1)CN1N=CC=C1)Cl)(C)C (2-chloro-4-(1-pyrazolyl)methylphenyl 2,2-dimethylpropanoate). Solvent: CN(C=O)C (N,N-dimethylformamide), CN(C=O)C (N,N-di-methylformamide). The reactants are N1N=CC=C1 (pyrazole), [H-].[Na+] (sodium hydride), ice water, CC(C(=O)OC1=C(C=C(C=C1)CBr)Cl)(C)C (4-bromomethyl-2-chlorophenyl 2,2-di-methylpropanoate), [H][H] (hydrogen). RXN SMILES: [NH:1]1[CH:5]=[CH:4][CH:3]=[N:2]1.[H-].[Na+].[H][H].[CH3:10][C:11]([CH3:25])([CH3:24])[C:12]([O:14][C:15]1[CH:20]=[CH:19][C:18]([CH2:21]Br)=[CH:17][C:16]=1[Cl:23])=[O:13]>CN(C)C=O>[CH3:10][C:11]([CH3:25])([CH3:24])[C:12]([O:14][C:15]1[CH:20]=[CH:19][C:18]([CH2:21][N:1]2[CH:5]=[CH:4][CH:3]=[N:2]2)=[CH:17][C:16]=1[Cl:23])=[O:13] |f:1.2|. Procedure details: A mixture of 15.3 g of pyrazole, 89.9 g of sodium hydride (60% oil dispersion) and 200 ml of anhydrous N,N-dimethylformamide was stirred at 60° to 70° C. under a nitrogen atmosphere for 2 hours. After the evolution of hydrogen gas ceased, the mixture was cooled to 10° C. To this mixture was added dropwise an anhydrous N,N-di-methylformamide (300 ml) solution of 68 g of 4-bromomethyl-2-chlorophenyl 2,2-di-methylpropanoate at room temperature under stirring over 1 hour, and the mixture was stirred... Run at temperature 10 celsius, time 2 hour. Yield: 60.6%. The reactants are FC(C1=NC=2C(NC3=C(NC2S1)C=CC=C3)=S)(F)F (2-trifluoromethyl-4,9-dihydro-3-thia-1,4,9-triaza-benzo[f]azulene-10-thione), FC1=CC=C(C=C1)CC[C@@H]1NCCNC1 ((S)-2-[2-(4-fluoro-phenyl)-ethyl]-piperazine), FC(S(=O)(=O)OC)(F)F (methyl trifluoromethanesulfonate), intermediate. Product: FC1=CC=C(C=C1)CC[C@H]1CN(CCN1)C1=NC2=C(NC=3SC(=NC13)C(F)(F)F)C=CC=C2 ((S)-10-{3-[2-(4-Fluoro-phenyl)-ethyl]-piperazin-1-yl}-2-trifluoromethyl-4H-3-thia-1,4,9-triaza-benzo[f]azulene). Yield: 77.8%. As a reaction SMILES: [F:1][C:2]([F:19])([F:18])[C:3]1[S:12][C:11]2[NH:10][C:9]3[CH:13]=[CH:14][CH:15]=[CH:16][C:8]=3[NH:7][C:6](=S)[C:5]=2[N:4]=1.FC(F)(F)S(OC)(=O)=O.[F:29][C:30]1[CH:35]=[CH:34][C:33]([CH2:36][CH2:37][C@H:38]2[CH2:43][NH:42][CH2:41][CH2:40][NH:39]2)=[CH:32][CH:31]=1>>[F:29][C:30]1[CH:35]=[CH:34][C:33]([CH2:36][CH2:37][C@@H:38]2[NH:39][CH2:40][CH2:41][N:42]([C:6]3[C:5]4[N:4]=[C:3]([C:2]([F:19])([F:18])[F:1])[S:12][C:11]=4[NH:10][C:9]4[CH:13]=[CH:14][CH:15]=[CH:16][C:8]=4[N:7]=3)[CH2:43]2)=[CH:32][CH:31]=1. Reported procedure: Using a method similar to in Example 484, using 2-trifluoromethyl-4,9-dihydro-3-thia-1,4,9-triaza-benzo[f]azulene-10-thione (4.025 g, 13.36 mmol) and methyl trifluoromethanesulfonate (2.27 mL, 20.0 mmol), to form the methylated intermediate. Take 1.38 g of this intermediate (3.0 mmol), combine with (S)-2-[2-(4-fluoro-phenyl)-ethyl]-piperazine (0.62, 3.0 mmol), followed by chromatographic purification, eluting with a gradient of a 3.5% solution of 2M ammonia in ethanol, in dichloromethane (0–100%...